This data is from the Open Reaction Database (ORD), a public repository of structured organic reaction records. The task is: describe an organic reaction: reactants, conditions, products, and yield Starting materials: CCOC(=O)CP(=O)(OCC)OCC, CCOC(C)=O, Cc1oc(-c2ccc(C(F)(F)F)cc2)cc1C(=O)Nc1cccc(C=O)c1, Cl, [H-], [Na+], C1CCOC1. The product is CCOC(=O)CCc1cccc(NC(=O)c2cc(-c3ccc(C(F)(F)F)cc3)oc2C)c1. Reaction SMILES: [CH2:3]([O:4][P:5]([O:6][CH2:7][CH3:8])(=[O:9])[CH2:11][C:12](=[O:13])[O:14][CH2:15][CH3:16])[CH3:10].[CH3:50][CH2:51][O:52][C:53](=[O:54])[CH3:55].[CH:17](=[O:18])[c:19]1[cH:20][c:21]([NH:25][C:26](=[O:27])[c:28]2[c:29]([CH3:43])[o:30][c:31](-[c:33]3[cH:34][cH:35][c:36]([C:39]([F:40])([F:41])[F:42])[cH:37][cH:38]3)[cH:32]2)[cH:22][cH:23][cH:24]1.[ClH:44].[H-:1].[Na+:2].[O:45]1[CH2:46][CH2:47][CH2:48][CH2:49]1>>[CH2:11]([C:12](=[O:13])[O:14][CH2:15][CH3:16])[CH2:17][c:19]1[cH:20][c:21]([NH:25][C:26](=[O:27])[c:28]2[c:29]([CH3:43])[o:30][c:31](-[c:33]3[cH:34][cH:35][c:36]([C:39]([F:40])([F:41])[F:42])[cH:37][cH:38]3)[cH:32]2)[cH:22][cH:23][cH:24]1.